From a dataset of the Open Reaction Database (ORD), a public repository of structured organic reaction records. describe an organic reaction: reactants, conditions, products, and yield Reactants: FC=1C=C2C(C(=CN(C2=CC1F)C=1SC=CC1)C(=O)OCC)=O (ethyl 6,7-difluoro-1-(2-thienyl)-1,4-dihydro-4-oxoquinoline-3-carboxylate), Cl (hydrochloric acid). The solvent is C(C)(=O)O (acetic acid). Yields the product FC=1C=C2C(C(=CN(C2=CC1F)C=1SC=CC1)C(=O)O)=O (6,7-difluoro-1-(2-thienyl)-1,4-dihydro-4-oxoquinoline-3-carboxylic acid). Isolated yield 72.8%. Reaction SMILES: [F:1][C:2]1[CH:3]=[C:4]2[C:9](=[CH:10][C:11]=1[F:12])[N:8]([C:13]1[S:14][CH:15]=[CH:16][CH:17]=1)[CH:7]=[C:6]([C:18]([O:20]CC)=[O:19])[C:5]2=[O:23].Cl>C(O)(=O)C>[F:1][C:2]1[CH:3]=[C:4]2[C:9](=[CH:10][C:11]=1[F:12])[N:8]([C:13]1[S:14][CH:15]=[CH:16][CH:17]=1)[CH:7]=[C:6]([C:18]([OH:20])=[O:19])[C:5]2=[O:23]. Reported procedure: To ethyl 6,7-difluoro-1-(2-thienyl)-1,4-dihydro-4-oxoquinoline-3-carboxylate (0.6 g) are added 90% acetic acid (3 ml) and conc. hydrochloric acid (0.8 ml), and the mixture is refluxed for one hour. After allowing to cool, the precipitated crystals are separated by filtration, and washed with water, ethanol and ether in this order to give 6,7-difluoro-1-(2-thienyl)-1,4-dihydro-4-oxoquinoline-3-carboxylic acid (0.4 g) as colorless crystals, m.p. 245°-246° C. The reactants are C1CCOC1, COC(=O)Cc1ccc2nc(Nc3ccccc3Cl)oc2c1, [Na+], [OH-]. The product is O=C(O)Cc1ccc2nc(Nc3ccccc3Cl)oc2c1. Reaction SMILES: [CH2:25]1[O:26][CH2:27][CH2:28][CH2:29]1.[Cl:1][c:2]1[c:3]([NH:8][c:9]2[o:10][c:11]3[c:12]([n:13]2)[cH:14][cH:15][c:16]([CH2:18][C:19](=[O:20])[O:21][CH3:22])[cH:17]3)[cH:4][cH:5][cH:6][cH:7]1.[Na+:24].[OH-:23]>>[Cl:1][c:2]1[c:3]([NH:8][c:9]2[o:10][c:11]3[c:12]([n:13]2)[cH:14][cH:15][c:16]([CH2:18][C:19](=[O:20])[OH:21])[cH:17]3)[cH:4][cH:5][cH:6][cH:7]1. The reactants are CCOC(=O)c1cnn(CCCOC)c1N, CC(=O)O, CC#N, [Cl-], Cl, CC(C)(C)ON=O. Product: CCOC(=O)c1cnn(CCCOC)c1Cl. Reaction SMILES: [CH2:1]([CH3:2])[O:3][C:4](=[O:5])[c:6]1[cH:7][n:8][n:9]([CH2:12][CH2:13][CH2:14][O:15][CH3:16])[c:10]1[NH2:11].[CH3:18][C:19](=[O:20])[OH:21].[CH3:30][C:31]#[N:32].[Cl-:17].[ClH:29].[N:22]([O:23][C:24]([CH3:25])([CH3:26])[CH3:27])=[O:28]>>[CH2:1]([CH3:2])[O:3][C:4](=[O:5])[c:6]1[cH:7][n:8][n:9]([CH2:12][CH2:13][CH2:14][O:15][CH3:16])[c:10]1[Cl:17].